From a dataset of the Open Reaction Database (ORD), a public repository of structured organic reaction records. describe an organic reaction: reactants, conditions, products, and yield The reactants are C1CC(N2C(CCC12)=O)=O (dihydro-1H-pyrrolizine-3,5(2H,6H)-dione), ClC=1C=C(CO)C=CC1 (m-chlorobenzyl alcohol), Cl (hydrochloric acid). Solvent: C(C)OCC (diethylether). Conditions: temperature 100 celsius. The product is ClC=1C=C(COC(CCC2NC(CC2)=O)=O)C=CC1 (5-oxo-2-pyrrolidinepropanic acid m-chlorobenzyl ester). As a reaction SMILES: [CH2:1]1[CH:8]2[N:4]([C:5](=[O:9])[CH2:6][CH2:7]2)[C:3](=[O:10])[CH2:2]1.Cl.[Cl:12][C:13]1[CH:14]=[C:15]([CH:18]=[CH:19][CH:20]=1)[CH2:16][OH:17]>C(OCC)C>[Cl:12][C:13]1[CH:14]=[C:15]([CH:18]=[CH:19][CH:20]=1)[CH2:16][O:17][C:5](=[O:9])[CH2:6][CH2:7][CH:8]1[CH2:1][CH2:2][C:3](=[O:10])[NH:4]1. Reported procedure: Two hundred and eighty eight milligrams of dihydro-1H-pyrrolizine-3,5(2H,6H)-dione (III) are dissolved in 600 mg of m-chlorobenzyl alcohol and 0.2 ml of concentrated hydrochloric acid is added. The solution is heated at 100° C. for 40 hours. The mixture is cooled and is dissolved in 50 ml of anhydrous diethylether. The filtrate is cooled to induce crystallization and the resulting crystals are isolated by filtration. Recrystallization from toluene-petroleum ether yields 5-oxo-2-pyrrolidinepropan...